This data is from the Open Reaction Database (ORD), a public repository of structured organic reaction records. The task is: describe an organic reaction: reactants, conditions, products, and yield Reactants: C(C1=CC=CC=C1)OC(=O)N1C2(CCC1CC2)C(=O)O (7-[(benzyloxy)carbonyl]-7-azabicyclo[2.2.1]heptane-1-carboxylic acid), N1=CC=CC=C1 (pyridine), CC(C)(C)OC(=O)OC(=O)OC(C)(C)C (Boc2O), C([O-])(O)=O.[NH4+] (ammonium bicarbonate). Run in O1CCOCC1 (dioxane). Run at time 15 hour. Yields the product NC(=O)C12CCC(CC1)N2C(=O)OCC2=CC=CC=C2 (benzyl 1-(aminocarbonyl)-7-azabicyclo[2.2.1]heptane-7-carboxylate). Reaction SMILES: [CH2:1]([O:8][C:9]([N:11]1[CH:15]2[CH2:16][CH2:17][C:12]1([C:18]([OH:20])=O)[CH2:13][CH2:14]2)=[O:10])[C:2]1[CH:7]=[CH:6][CH:5]=[CH:4][CH:3]=1.[N:21]1C=CC=CC=1.CC(OC(OC(OC(C)(C)C)=O)=O)(C)C.C(=O)(O)[O-].[NH4+]>O1CCOCC1>[NH2:21][C:18]([C:12]12[N:11]([C:9]([O:8][CH2:1][C:2]3[CH:7]=[CH:6][CH:5]=[CH:4][CH:3]=3)=[O:10])[CH:15]([CH2:16][CH2:17]1)[CH2:14][CH2:13]2)=[O:20] |f:3.4|. Procedure details: A stirred solution of 7-[(benzyloxy)carbonyl]-7-azabicyclo[2.2.1]heptane-1-carboxylic acid (C-35) in dioxane was treated with pyridine (0.8 eq.) and Boc2O (1.5 eq.), then ammonium bicarbonate (1.46 eq.) was added and the mixture was stirred at room temperature for 15 hours. Dioxane was concentrated and the residue was taken up in ethyl acetate, washed with HCl 1N and brine and dried over Na2SO4 to give, after filtration and concentration, the titled compound (C-36).